From a dataset of the Open Reaction Database (ORD), a public repository of structured organic reaction records. describe an organic reaction: reactants, conditions, products, and yield Reactants: [Br-], CCOCC, CC[Mg+], COc1ccc(-c2cc3ccccc3c(Cl)n2)cc1, [Cl-], [NH4+], C1CCOC1. The product is COc1ccc(-c2cc3ccccc3c(C)n2)cc1. Reaction SMILES: [Br-:25].[CH2:20]([O:21][CH2:22][CH3:23])[CH3:24].[CH2:26]([Mg+:27])[CH3:28].[CH3:1][O:2][c:3]1[cH:4][cH:5][c:6](-[c:9]2[n:10][c:11]([Cl:19])[c:12]3[cH:13][cH:14][cH:15][cH:16][c:17]3[cH:18]2)[cH:7][cH:8]1.[Cl-:29].[NH4+:30].[O:31]1[CH2:32][CH2:33][CH2:34][CH2:35]1>>[CH3:1][O:2][c:3]1[cH:4][cH:5][c:6](-[c:9]2[n:10][c:11]([CH3:20])[c:12]3[cH:13][cH:14][cH:15][cH:16][c:17]3[cH:18]2)[cH:7][cH:8]1. Starting materials: CCOC(=O)C=C1CCC(C)(C)C1, C1CCOC1, CCCC[N+](CCCC)(CCCC)CCCC, CCOC(C)=O, [F-], C[N+](=O)[O-]. Product: CCOC(=O)CC1(C[N+](=O)[O-])CCC(C)(C)C1. RXN SMILES: [CH2:19]([CH3:20])[O:21][C:22]([CH:23]=[C:24]1[CH2:25][C:26]([CH3:29])([CH3:30])[CH2:27][CH2:28]1)=[O:31].[CH2:36]1[O:37][CH2:38][CH2:39][CH2:40]1.[CH3:2][CH2:3][CH2:4][CH2:5][N+:6]([CH2:7][CH2:8][CH2:9][CH3:10])([CH2:11][CH2:12][CH2:13][CH3:14])[CH2:15][CH2:16][CH2:17][CH3:18].[CH3:41][CH2:42][O:43][C:44](=[O:45])[CH3:46].[F-:1].[N+:32](=[O:33])([O-:34])[CH3:35]>>[CH2:19]([CH3:20])[O:21][C:22]([CH2:23][C:24]1([CH2:35][N+:32](=[O:33])[O-:34])[CH2:25][C:26]([CH3:29])([CH3:30])[CH2:27][CH2:28]1)=[O:31]. Starting materials: ClCCl, CC(=O)c1ccc(CNC(=O)C(CCCNC(N)=N[N+](=O)[O-])NC(=O)OC(C)(C)C)cc1, O, O=C(O)C(F)(F)F. Yields the product CC(=O)c1ccc(CNC(=O)C(N)CCCNC(N)=N[N+](=O)[O-])cc1. Reaction SMILES: [Cl:40][CH2:41][Cl:42].[NH2:1][C:2]([NH:3][CH2:4][CH2:5][CH2:6][CH:7]([NH:8][C:9]([O:10][C:11]([CH3:12])([CH3:13])[CH3:14])=[O:15])[C:16](=[O:17])[NH:18][CH2:19][c:20]1[cH:21][cH:22][c:23]([C:26]([CH3:27])=[O:28])[cH:24][cH:25]1)=[N:29][N+:30](=[O:31])[O-:32].[OH2:43].[OH:33][C:34]([C:35]([F:36])([F:37])[F:38])=[O:39]>>[NH2:1][C:2]([NH:3][CH2:4][CH2:5][CH2:6][CH:7]([NH2:8])[C:16](=[O:17])[NH:18][CH2:19][c:20]1[cH:21][cH:22][c:23]([C:26]([CH3:27])=[O:28])[cH:24][cH:25]1)=[N:29][N+:30](=[O:31])[O-:32]. Starting materials: O=C(CNC(=O)c1cccc([N+](=O)[O-])c1)OCc1ccccc1, CCO, [Cl-], [Fe], [NH4+]. Yields the product Nc1cccc(C(=O)NCC(=O)OCc2ccccc2)c1. As a reaction SMILES: [CH2:1]([c:2]1[cH:3][cH:4][cH:5][cH:6][cH:7]1)[O:8][C:9]([CH2:10][NH:11][C:12]([c:13]1[cH:14][c:15]([N+:19]([O-:20])=[O:21])[cH:16][cH:17][cH:18]1)=[O:22])=[O:23].[CH3:26][CH2:27][OH:28].[Cl-:24].[Fe:29].[NH4+:25]>>[CH2:1]([c:2]1[cH:3][cH:4][cH:5][cH:6][cH:7]1)[O:8][C:9]([CH2:10][NH:11][C:12]([c:13]1[cH:14][c:15]([NH2:19])[cH:16][cH:17][cH:18]1)=[O:22])=[O:23]. Reactants: N1C[C@H](CCC1)NC(=O)C1=CNC2=C1N=CN=C2C2=C(C=CC=1OCOC12)OCC1CC1 (4-(5-Cyclopropylmethoxy-benzo[1,3]dioxol-4-yl)-5H-pyrrolo[3,2-d]pyrimidine-7-carboxylic acid (S)-piperidin-3-ylamide), C(CC)(=O)Cl (propionyl chloride). Yields the product C(CC)(=O)N1C[C@H](CCC1)NC(=O)C1=CNC2=C1N=CN=C2C2=C(C=CC=1OCOC12)OCC1CC1 (4-(5-Cyclopropylmethoxy-benzo[1,3]dioxol-4-yl)-5H-pyrrolo[3,2-d]pyrimidine-7-carboxylic acid ((S)-1-propionyl-piperidin-3-yl)-amide). As a reaction SMILES: [NH:1]1[CH2:6][CH2:5][CH2:4][C@H:3]([NH:7][C:8]([C:10]2[C:14]3[N:15]=[CH:16][N:17]=[C:18]([C:19]4[C:27]5[O:26][CH2:25][O:24][C:23]=5[CH:22]=[CH:21][C:20]=4[O:28][CH2:29][CH:30]4[CH2:32][CH2:31]4)[C:13]=3[NH:12][CH:11]=2)=[O:9])[CH2:2]1.[C:33](Cl)(=[O:36])[CH2:34][CH3:35]>>[C:33]([N:1]1[CH2:6][CH2:5][CH2:4][C@H:3]([NH:7][C:8]([C:10]2[C:14]3[N:15]=[CH:16][N:17]=[C:18]([C:19]4[C:27]5[O:26][CH2:25][O:24][C:23]=5[CH:22]=[CH:21][C:20]=4[O:28][CH2:29][CH:30]4[CH2:31][CH2:32]4)[C:13]=3[NH:12][CH:11]=2)=[O:9])[CH2:2]1)(=[O:36])[CH2:34][CH3:35]. Procedure: Starting from 4-(5-Cyclopropylmethoxy-benzo[1,3]dioxol-4-yl)-5H-pyrrolo[3,2-d]pyrimidine-7-carboxylic acid (S)-piperidin-3-ylamide (example A148) and propionyl chloride the title compound is obtained as colorless solid. Starting materials: ClC=1C=C2C(=C(N(C2=CC1)S(=O)(=O)C1=CC=CC=C1)C(=O)OCC)S(=O)(=O)Cl (ethyl 5-chloro-3-(chlorosulfonyl)-1-(phenylsulfonyl)-1H-indole-2-carboxylate), Cl.CNCCC(=O)OC (methyl N-methyl-β-alaninate hydrochloride), BrC=1C=C2C(=C(N(C2=CC1)S(=O)(=O)C1=CC=CC=C1)C(=O)OCC)S(=O)(=O)Cl (ethyl 5-bromo-3-(chlorosulfonyl)-1-(phenylsulfonyl)-1H-indole-2-carboxylate), Cl.CN (methylamine hydrochloride). Product: NC(=O)C=1NC2=CC=C(C=C2C1S(=O)(=O)N(CCC(=O)OCC)C)Br (Ethyl N-{[2-(aminocarbonyl)-5-bromo-1H-indol-3-yl]sulfonyl}N-methyl-β-alaninate). As a reaction SMILES: ClC1C=C2C(=CC=1)N(S(C1C=CC=CC=1)(=O)=O)[C:6]([C:20]([O:22][CH2:23][CH3:24])=[O:21])=[C:5]2S(Cl)(=O)=O.[Br:29][C:30]1[CH:31]=[C:32]2[C:36](=[CH:37][CH:38]=1)[N:35](S(C1C=CC=CC=1)(=O)=O)[C:34]([C:48]([O:50]CC)=O)=[C:33]2[S:53](Cl)(=[O:55])=[O:54].Cl.C[NH2:59].Cl.C[NH:62][CH2:63]CC(OC)=O>>[NH2:59][C:48]([C:34]1[NH:35][C:36]2[C:32]([C:33]=1[S:53]([N:62]([CH3:63])[CH2:5][CH2:6][C:20]([O:22][CH2:23][CH3:24])=[O:21])(=[O:54])=[O:55])=[CH:31][C:30]([Br:29])=[CH:38][CH:37]=2)=[O:50] |f:2.3,4.5|. Procedure: Following the procedures described in Steps D and E of Example 1, replacing in Step D ethyl 5-chloro-3-(chlorosulfonyl)-1-(phenylsulfonyl)-1H-indole-2-carboxylate with ethyl 5-bromo-3-(chlorosulfonyl)-1-(phenylsulfonyl)-1H-indole-2-carboxylate, and methylamine hydrochloride with methyl N-methyl-β-alaninate hydrochloride, the title compound was obtained. Proton NMR for the product was consistent with the titled compound. ESI+ MS: 432.2 [M+H]+. The reactants are CN1C(C(CC1(C)C)(C(=O)OCC1=CC=CC=C1)C1=NC=C(C=N1)C#CC1=CC=CC=C1)=O ((RS)-Benzyl 1,5,5-trimethyl-2-oxo-3-(5-(phenylethynyl)pyrimidin-2yl)-pyrrolidine-3-carboxylate), [OH-].[Na+] (sodium hydroxide), Cl (HCl). Solvent: C(C)O (ethanol). Reaction conditions: time 1.5 hour. The product is CN1C(C(CC1(C)C)C1=NC=C(C=N1)C#CC1=CC=CC=C1)=O ((RS)-1,5,5-Trimethyl-3-(5-(phenylethynyl)pyrimidin-2-yl)pyrrolidin-2-one). Isolated yield 65493.5%. As a reaction SMILES: [CH3:1][N:2]1[C:6]([CH3:8])([CH3:7])[CH2:5][C:4]([C:19]2[N:24]=[CH:23][C:22]([C:25]#[C:26][C:27]3[CH:32]=[CH:31][CH:30]=[CH:29][CH:28]=3)=[CH:21][N:20]=2)(C(OCC2C=CC=CC=2)=O)[C:3]1=[O:33].[OH-].[Na+].Cl>C(O)C>[CH3:1][N:2]1[C:6]([CH3:8])([CH3:7])[CH2:5][CH:4]([C:19]2[N:20]=[CH:21][C:22]([C:25]#[C:26][C:27]3[CH:32]=[CH:31][CH:30]=[CH:29][CH:28]=3)=[CH:23][N:24]=2)[C:3]1=[O:33] |f:1.2|. Procedure details: To a solution of (RS)-benzyl 1,5,5-trimethyl-2-oxo-3-(5-(phenylethynyl)pyrimidin-2-yl)pyrrolidine-3-carboxylate (Example 5, step 2) (205 mg, 0.47 μmol) in 3 ml of ethanol was added 1N sodium hydroxide solution (933 μl, 0.94 mmol). After stirring for 1.5 h at room temperature, the pH was neutralized by addition of 1N HCl, and the solvent was evaporated in vaccuo. The residue (165 mg, yellow oil) was loaded onto a 20 g prepacked flash chromatography column. After elution with a 15% to 100% ethyl a...